Task: describe an organic reaction: reactants, conditions, products, and yield. Dataset: the Open Reaction Database (ORD), a public repository of structured organic reaction records Starting materials: N[C@H]1CN(CCC1)C1=NC(=C(C(=O)N)C=C1)NC1=CC=C(C=C1)C(=O)N1CCOCC1 ((R)-6-(3-aminopiperidin-1-yl)-2-(4-(morpholine-4-carbonyl)phenylamino)nicotinamide), BrC1=NC=CC=N1 (2-bromopyrimidine), CCN(C(C)C)C(C)C (DIEA). Solvent: C1CCOC1 (THF), C(C)(=O)OCC (ethyl acetate). Reaction conditions: temperature 100 celsius, time 8 hour. Product: N1(CCOCC1)C(=O)C1=CC=C(C=C1)NC1=C(C(=O)N)C=CC(=N1)N1C[C@@H](CCC1)NC1=NC=CC=N1 ((R)-2-(4-(morpholine-4-carbonyl)phenylamino)-6-(3-(pyrimidin-2-ylamino)piperidin-1-yl)nicotinamide). The yield is 30.4%. Reaction SMILES: [NH2:1][C@@H:2]1[CH2:7][CH2:6][CH2:5][N:4]([C:8]2[CH:16]=[CH:15][C:11]([C:12]([NH2:14])=[O:13])=[C:10]([NH:17][C:18]3[CH:23]=[CH:22][C:21]([C:24]([N:26]4[CH2:31][CH2:30][O:29][CH2:28][CH2:27]4)=[O:25])=[CH:20][CH:19]=3)[N:9]=2)[CH2:3]1.Br[C:33]1[N:38]=[CH:37][CH:36]=[CH:35][N:34]=1.CCN(C(C)C)C(C)C>C1COCC1.C(OCC)(=O)C>[N:26]1([C:24]([C:21]2[CH:20]=[CH:19][C:18]([NH:17][C:10]3[N:9]=[C:8]([N:4]4[CH2:5][CH2:6][CH2:7][C@@H:2]([NH:1][C:33]5[N:38]=[CH:37][CH:36]=[CH:35][N:34]=5)[CH2:3]4)[CH:16]=[CH:15][C:11]=3[C:12]([NH2:14])=[O:13])=[CH:23][CH:22]=2)=[O:25])[CH2:31][CH2:30][O:29][CH2:28][CH2:27]1. Reported procedure: A mixture of (R)-6-(3-aminopiperidin-1-yl)-2-(4-(morpholine-4-carbonyl)phenylamino)nicotinamide (50 mg, 0.118 mmol), 2-bromopyrimidine (22.47 mg, 0.141 mmol), and DIEA (0.041 mL, 0.236 mmol) in THF (1 mL) was stirred at 100° C. overnight. The reaction mixture was diluted with ethyl acetate, washed with water, 10% LiCl, and concentrated. The residue was purified by prep-HPLC and the product containing fractions were collected, basified with 1N NaOH, extracted with CH2Cl2, washed with water, and c... Reactants: Cl.C1=CC=CC=2C3=CC=CC=C3C(=CC12)CN[C@](CO)([C@H](C)O)C ((+-)(2R*,3S*)-2-((9-Phenanthrenylmethyl)amino)-2-methyl-1,3-butanediol hydrochloride), C1=CC=CC=2C3=CC=CC=C3C(=CC12)C=O (phenanthrene-9-carbaldehyde), NC(CO)(COC)C (2-Amino-3-methoxy-2-methyl-1-propanol). The product is Cl.COCC(CO)(NCC=1C2=CC=CC=C2C=2C=CC=CC2C1)C (3-methoxy-2-methyl-2-((9-phenanthrenylmethyl)amino)-1-propanol hydrochloride). As a reaction SMILES: [ClH:1].[CH:2]1[C:15]2[CH:14]=[C:13]([CH2:16][NH:17][C@@:18]([CH3:24])([C@@H:21]([OH:23])C)[CH2:19][OH:20])[C:12]3[C:7](=[CH:8][CH:9]=[CH:10][CH:11]=3)[C:6]=2[CH:5]=[CH:4][CH:3]=1.[CH:25]1C2C=C(C=O)C3C(=CC=CC=3)C=2C=CC=1.NC(C)(COC)CO>>[ClH:1].[CH3:25][O:20][CH2:19][C:18]([CH3:24])([NH:17][CH2:16][C:13]1[C:12]2[C:7]([C:6]3[CH:5]=[CH:4][CH:3]=[CH:2][C:15]=3[CH:14]=1)=[CH:8][CH:9]=[CH:10][CH:11]=2)[CH2:21][OH:23] |f:0.1,4.5|. Reported procedure: Using the reductive amination procedure outlined in 7G, phenanthrene-9-carbaldehyde (Aldrich) and 2-amino-3-methoxy-2-methyl-1-propanol (9C) gave 3-methoxy-2-methyl-2-((9-phenanthrenylmethyl)amino)-1-propanol hydrochloride mp 211°-213° (dec), (EtOH/Et2O), (C, H, Cl, N). Starting materials: CC(C)(C)P(C(C)(C)C)C(C)(C)C, CC(C)(C)[O-], Cc1ccccc1, Clc1ccc(-c2c3ccccc3c(-c3ccc(C=C(c4ccccc4)c4ccccc4)cc3)c3ccccc23)cc1, c1ccc(Nc2ccccc2)cc1, [Na+], O=C(C=Cc1ccccc1)C=Cc1ccccc1, O=C(C=Cc1ccccc1)C=Cc1ccccc1, O=C(C=Cc1ccccc1)C=Cc1ccccc1, [Pd], [Pd]. Product: C(=C(c1ccccc1)c1ccccc1)c1ccc(-c2c3ccccc3c(-c3ccc(N(c4ccccc4)c4ccccc4)cc3)c3ccccc23)cc1. As a reaction SMILES: [C:55]([P:56]([C:57]([CH3:58])([CH3:59])[CH3:60])[C:61]([CH3:62])([CH3:63])[CH3:64])([CH3:65])([CH3:66])[CH3:67].[CH3:68][C:69]([CH3:70])([O-:71])[CH3:72].[CH3:74][c:75]1[cH:76][cH:77][cH:78][cH:79][cH:80]1.[Cl:1][c:2]1[cH:3][cH:4][c:5](-[c:8]2[c:9]3[cH:10][cH:11][cH:12][cH:13][c:14]3[c:15](-[c:22]3[cH:23][cH:24][c:25]([CH:28]=[C:29]([c:30]4[cH:31][cH:32][cH:33][cH:34][cH:35]4)[c:36]4[cH:37][cH:38][cH:39][cH:40][cH:41]4)[cH:26][cH:27]3)[c:16]3[cH:17][cH:18][cH:19][cH:20][c:21]23)[cH:6][cH:7]1.[NH:42]([c:43]1[cH:44][cH:45][cH:46][cH:47][cH:48]1)[c:49]1[cH:50][cH:51][cH:52][cH:53][cH:54]1.[Na+:73].[O:101]=[C:102]([CH:103]=[CH:104][c:105]1[cH:106][cH:107][cH:108][cH:109][cH:110]1)[CH:111]=[CH:112][c:113]1[cH:114][cH:115][cH:116][cH:117][cH:118]1.[O:119]=[C:120]([CH:121]=[CH:122][c:123]1[cH:124][cH:125][cH:126][cH:127][cH:128]1)[CH:129]=[CH:130][c:131]1[cH:132][cH:133][cH:134][cH:135][cH:136]1.[O:83]=[C:84]([CH:85]=[CH:86][c:87]1[cH:88][cH:89][cH:90][cH:91][cH:92]1)[CH:93]=[CH:94][c:95]1[cH:96][cH:97][cH:98][cH:99][cH:100]1.[Pd:81].[Pd:82]>>[c:2]1([N:42]([c:43]2[cH:44][cH:45][cH:46][cH:47][cH:48]2)[c:49]2[cH:50][cH:51][cH:52][cH:53][cH:54]2)[cH:3][cH:4][c:5](-[c:8]2[c:9]3[cH:10][cH:11][cH:12][cH:13][c:14]3[c:15](-[c:22]3[cH:23][cH:24][c:25]([CH:28]=[C:29]([c:30]4[cH:31][cH:32][cH:33][cH:34][cH:35]4)[c:36]4[cH:37][cH:38][cH:39][cH:40][cH:41]4)[cH:26][cH:27]3)[c:16]3[cH:17][cH:18][cH:19][cH:20][c:21]23)[cH:6][cH:7]1. RXN SMILES: [P:1](=[O:5])([OH:4])([OH:3])[OH:2].[C:6]([O:9][C:10](=[O:12])[CH3:11])(=[O:8])[CH3:7]>C(OCC)(=O)C>[P:1]([O-:4])([O-:3])([O:2][C:6](=[O:8])[CH3:7])=[O:5].[C:6]([O:9][C:10](=[O:12])[CH3:11])(=[O:8])[CH3:7].[P:1](=[O:2])([OH:5])([OH:4])[OH:3]. Procedure: Acetyl phosphate was prepared by dissolving 400 ml of 85%-phosphoric acid (6 moles of phosphoric acid) in about 4 liters of ethyl acetate. To this was added 1.2 liters (12 mols) of acetic anhydride (the amount needed to yield a molar ratio of 2:1 for acetic anhydride to phosphoric acid). This operation was carried out with gentle stirring while maintaining the temperature at 5° C. for 30 minutes. Thereafter, the stirring was continued for 2 hours while keeping the temperature at 5° C. At the end... Solvent: C(C)(=O)OCC (ethyl acetate). Product: P(=O)(OC(C)=O)([O-])[O-] (Acetyl phosphate), C(C)(=O)OC(C)=O (acetic anhydride), P(O)(O)(O)=O (phosphoric acid). The reactants are C(C)(=O)OC(C)=O (acetic anhydride), P(O)(O)(O)=O (phosphoric acid). Reactants: F[B-](F)(F)F, CC(C)C(NC(=O)OC(C)(C)C)C(=O)O, Cl, FC1(F)CCNC1, CN(C)C=O, CN(C)C(On1nnc2ccccc21)=[N+](C)C. RXN SMILES: [B-:16]([F:17])([F:18])([F:19])[F:20].[C:1]([CH3:2])([CH3:3])([CH3:4])[O:5][C:6](=[O:7])[NH:8][CH:9]([C:10](=[O:11])[OH:12])[CH:13]([CH3:14])[CH3:15].[ClH:38].[F:39][C:40]1([F:45])[CH2:41][NH:42][CH2:43][CH2:44]1.[O:46]=[CH:47][N:48]([CH3:49])[CH3:50].[n:21]1([O:22][C:23]([N:24]([CH3:25])[CH3:26])=[N+:27]([CH3:28])[CH3:29])[c:30]2[cH:31][cH:32][cH:33][cH:34][c:35]2[n:36][n:37]1>>[C:1]([CH3:2])([CH3:3])([CH3:4])[O:5][C:6](=[O:7])[NH:8][CH:9]([C:10](=[O:12])[N:42]1[CH2:41][C:40]([F:39])([F:45])[CH2:44][CH2:43]1)[CH:13]([CH3:14])[CH3:15]. Yields the product CC(C)C(NC(=O)OC(C)(C)C)C(=O)N1CCC(F)(F)C1. Starting materials: [Br-], CCC(C)C(CO)N(C)C(=O)OC(C)(C)C, [O-]Cl, ClCCl, [K+], [Na+], [Na+], O=C([O-])O, O. The product is CCC(C)C(C=O)N(C)C(=O)OC(C)(C)C. RXN SMILES: [Br-:22].[C:1](=[O:2])([O:3][C:4]([CH3:5])([CH3:6])[CH3:7])[N:8]([CH:9]([CH:10]([CH3:11])[CH2:12][CH3:13])[CH2:14][OH:15])[CH3:16].[Cl:24][O-:25].[Cl:27][CH2:28][Cl:29].[K+:23].[Na+:21].[Na+:26].[O-:17][C:18]([OH:19])=[O:20].[OH2:30]>>[C:1](=[O:2])([O:3][C:4]([CH3:5])([CH3:6])[CH3:7])[N:8]([CH:9]([CH:10]([CH3:11])[CH2:12][CH3:13])[CH:14]=[O:15])[CH3:16].